Dataset: the Open Reaction Database (ORD), a public repository of structured organic reaction records. Task: describe an organic reaction: reactants, conditions, products, and yield Reactants: O[Li].O (LiOH—H2O), C(C)(C)(C)OC(=O)N[C@@H](C(=O)OC)CC1=CC(=C(C=C1)Cl)F ((R)-methyl 2-(tert-butoxycarbonylamino)-3-(4-chloro-3-fluorophenyl)propanoate), C1CCOC1 (THF). The solvent is O (H2O), O (H2O). Run at time 2 hour. Product: C(C)(C)(C)OC(=O)N[C@@H](C(=O)O)CC1=CC(=C(C=C1)Cl)F ((R)-2-(tert-butoxycarbonylamino)-3-(4-chloro-3-fluorophenyl)propanoic acid). Yield: 83.1%. As a reaction SMILES: O[Li].O.[C:4]([O:8][C:9]([NH:11][C@H:12]([CH2:17][C:18]1[CH:23]=[CH:22][C:21]([Cl:24])=[C:20]([F:25])[CH:19]=1)[C:13]([O:15]C)=[O:14])=[O:10])([CH3:7])([CH3:6])[CH3:5].C1COCC1>O>[C:4]([O:8][C:9]([NH:11][C@H:12]([CH2:17][C:18]1[CH:23]=[CH:22][C:21]([Cl:24])=[C:20]([F:25])[CH:19]=1)[C:13]([OH:15])=[O:14])=[O:10])([CH3:7])([CH3:5])[CH3:6] |f:0.1|. Reported procedure: LiOH—H2O (0.6246 g, 14.88 mmol) was added to a solution of (R)-methyl 2-(tert-butoxycarbonylamino)-3-(4-chloro-3-fluorophenyl)propanoate (1.646 g, 4.961 mmol) in 1:1 THF:H2O (26 mL). The reaction mixture was stirred at room temperature for 2 hours, after which it was diluted with H2O and washed with EtOAc. The aqueous layer was then acidified with solid KHSO4 and extracted with DCM. The combined extracts were dried (Na2SO4), filtered, concentrated, and then re-concentrated from DCM/hexanes to gi...